This data is from the Open Reaction Database (ORD), a public repository of structured organic reaction records. The task is: describe an organic reaction: reactants, conditions, products, and yield Starting materials: ClC=1C=CC=2N(N1)C(=CN2)C(O)C=2C=CC=1N(C2)C=CN1 ((rac)-(6-chloro-imidazo[1,2-b]pyridazin-3-yl)-imidazo[1,2-a]pyridin-6-yl-methanol), COCCOC (DME), CN1N=CC(=C1)B1OC(C(O1)(C)C)(C)C (1-methyl-4-(4,4,5,5-tetramethyl-[1,3,2]dioxaborolan-2-yl)-1H-pyrazole), C(=O)([O-])[O-].[K+].[K+] (K2CO3). The reagents and catalysts are Cl[Pd]([P](C1=CC=CC=C1)(C2=CC=CC=C2)C3=CC=CC=C3)([P](C4=CC=CC=C4)(C5=CC=CC=C5)C6=CC=CC=C6)Cl (Pd(PPh3)2Cl2). Solvent: C(Cl)Cl (DCM). Conditions: temperature 80 celsius. Product: N=1C=CN2C1C=CC(=C2)C(O)C2=CN=C1N2N=C(C=C1)C=1C=NN(C1)C ((rac)-Imidazo[1,2-a]pyridin-6-yl-[6-(1-methyl-1H-pyrazol-4-yl)-imidazo[1,2-b]pyridazin-3-yl]-methanol). RXN SMILES: Cl[C:2]1[CH:3]=[CH:4][C:5]2[N:6]([C:8]([CH:11]([C:13]3[CH:14]=[CH:15][C:16]4[N:17]([CH:19]=[CH:20][N:21]=4)[CH:18]=3)[OH:12])=[CH:9][N:10]=2)[N:7]=1.[CH3:22][N:23]1[CH:27]=[C:26](B2OC(C)(C)C(C)(C)O2)[CH:25]=[N:24]1.C([O-])([O-])=O.[K+].[K+].COCCOC>Cl[Pd](Cl)([P](C1C=CC=CC=1)(C1C=CC=CC=1)C1C=CC=CC=1)[P](C1C=CC=CC=1)(C1C=CC=CC=1)C1C=CC=CC=1.C(Cl)Cl>[N:21]1[CH:20]=[CH:19][N:17]2[CH:18]=[C:13]([CH:11]([C:8]3[N:6]4[N:7]=[C:2]([C:26]5[CH:25]=[N:24][N:23]([CH3:22])[CH:27]=5)[CH:3]=[CH:4][C:5]4=[N:10][CH:9]=3)[OH:12])[CH:14]=[CH:15][C:16]=12 |f:2.3.4,^1:51,70|. Reported procedure: A microwave tube was charged under argon atm. with (rac)-(6-chloro-imidazo[1,2-b]pyridazin-3-yl)-imidazo[1,2-a]pyridin-6-yl-methanol (Stage 9.1, 89.9 mg, 0.3 mmol), 1-methyl-4-(4,4,5,5-tetramethyl-[1,3,2]dioxaborolan-2-yl)-1H-pyrazole (62.4 mg, 0.3 mmol), Pd(PPh3)2Cl2 (6.3 mg) and 2 M K2CO3 (0.405 mL) and DME (1 mL). The mixture was heated at 80° C. for 3 h. The RM was taken up with DCM and washed with NaCl solution. After filtration of both layers, the solid part was dissolved in MeOH and evapo... Starting materials: C1(CC1)C1=NC2=CC=CC=C2C(=C1C=O)C1=CC=C(C=C1)F (2-cyclopropyl-4-(4-fluorophenyl)-quinoline-3-carbaldehyde), C(C)#N (acetonitrile), COCOC (methylal), C[O-].[Na+] (sodium methoxide), Cl (hydrochloric acid). Run in C1(=CC=CC=C1)C (toluene). The product is C1(CC1)C1=NC2=CC=CC=C2C(=C1C=CC#N)C1=CC=C(C=C1)F (3-[2-cyclopropyl-4-(4-fluorophenyl)-3-quinolyl]prop-2-enenitrile). Yield: 94.7%. RXN SMILES: [CH:1]1([C:4]2[C:13]([CH:14]=O)=[C:12]([C:16]3[CH:21]=[CH:20][C:19]([F:22])=[CH:18][CH:17]=3)[C:11]3[C:6](=[CH:7][CH:8]=[CH:9][CH:10]=3)[N:5]=2)[CH2:3][CH2:2]1.[C:23](#[N:25])[CH3:24].COCOC.C[O-].[Na+].Cl>C1(C)C=CC=CC=1>[CH:1]1([C:4]2[C:13]([CH:14]=[CH:24][C:23]#[N:25])=[C:12]([C:16]3[CH:21]=[CH:20][C:19]([F:22])=[CH:18][CH:17]=3)[C:11]3[C:6](=[CH:7][CH:8]=[CH:9][CH:10]=3)[N:5]=2)[CH2:3][CH2:2]1 |f:3.4|. Procedure details: In a 50 mL-volume glass flask equipped with a stirrer and a thermometer were placed under argon atmosphere 1.75 g (6.01 mmol) of 2-cyclopropyl-4-(4-fluorophenyl)-quinoline-3-carbaldehyde, 2.5 mL (47.5 mmol) of acetonitrile, 13.5 mL of methylal (dielectric constant at 20° C.: 2.7), and 0.56 g (10.3 mmol) of sodium methoxide. The content was reacted at 41° C. for 9 hours. The resulting mixture was chilled in an ice bath. To the chilled mixture were slowly added under stirring 30 mL of toluene and ... Starting materials: C[SiH](C)OC1=C(SCCCCO)C(=O)CC1C(C)(C)C, CS(C)=O, [Cl-], O=C(Cl)C(=O)Cl, ClCCl, [NH4+]. The product is C[SiH](C)OC1=C(SCCCC=O)C(=O)CC1C(C)(C)C. RXN SMILES: [C:11]([CH3:12])([CH3:13])([CH3:14])[CH:15]1[C:16]([O:27][SiH:28]([CH3:29])[CH3:30])=[C:17]([S:21][CH2:22][CH2:23][CH2:24][CH2:25][OH:26])[C:18](=[O:20])[CH2:19]1.[CH3:7][S:8](=[O:9])[CH3:10].[Cl-:31].[Cl:1][C:2]([C:3]([Cl:4])=[O:5])=[O:6].[Cl:33][CH2:34][Cl:35].[NH4+:32]>>[C:11]([CH3:12])([CH3:13])([CH3:14])[CH:15]1[C:16]([O:27][SiH:28]([CH3:29])[CH3:30])=[C:17]([S:21][CH2:22][CH2:23][CH2:24][CH:25]=[O:26])[C:18](=[O:20])[CH2:19]1.